From a dataset of the Open Reaction Database (ORD), a public repository of structured organic reaction records. describe an organic reaction: reactants, conditions, products, and yield Starting materials: BrC1=CC(=C(C=C1)N1CCN2C1=NC1=C2C(=CC=C1Cl)C(CC)CC)Cl (1-(4-bromo-2-chlorophenyl)-8-chloro-5-(1-ethylpropyl)-2,3-dihydro-1H-imidazo[1,2-a]benzimidazole), CC1(C2=C(C(=CC=C2)P(C3=CC=CC=C3)C4=CC=CC=C4)OC5=C(C=CC=C51)P(C6=CC=CC=C6)C7=CC=CC=C7)C (xantphos), C([O-])([O-])=O.[Cs+].[Cs+] (cesium carbonate), C(C)(=O)N (acetamide). Reagents/catalysts: C=1C=CC(=CC1)/C=C/C(=O)/C=C/C2=CC=CC=C2.C=1C=CC(=CC1)/C=C/C(=O)/C=C/C2=CC=CC=C2.C=1C=CC(=CC1)/C=C/C(=O)/C=C/C2=CC=CC=C2.[Pd].[Pd] (tris(dibenzylideneacetone)dipalladium). Run in C(C)(=O)OCC (ethyl acetate), O1CCCC1 (tetrahydrofuran). Reaction conditions: temperature 70 celsius, time 5 hour. The product is ClC=1C=C(C=CC1N1CCN2C1=NC1=C2C(=CC=C1Cl)C(CC)CC)NC(C)=O (N-{3-Chloro-4-[8-chloro-5-(1-ethylpropyl)-2,3-dihydro-1H-imidazo[1,2-a]benzimidazol-1-yl]phenyl}acetamide). RXN SMILES: Br[C:2]1[CH:7]=[CH:6][C:5]([N:8]2[C:12]3=[N:13][C:14]4[C:19]([Cl:20])=[CH:18][CH:17]=[C:16]([CH:21]([CH2:24][CH3:25])[CH2:22][CH3:23])[C:15]=4[N:11]3[CH2:10][CH2:9]2)=[C:4]([Cl:26])[CH:3]=1.CC1(C)C2C(=C(P(C3C=CC=CC=3)C3C=CC=CC=3)C=CC=2)OC2C(P(C3C=CC=CC=3)C3C=CC=CC=3)=CC=CC1=2.C(=O)([O-])[O-].[Cs+].[Cs+].[C:75]([NH2:78])(=[O:77])[CH3:76]>C(OCC)(=O)C.C1C=CC(/C=C/C(/C=C/C2C=CC=CC=2)=O)=CC=1.C1C=CC(/C=C/C(/C=C/C2C=CC=CC=2)=O)=CC=1.C1C=CC(/C=C/C(/C=C/C2C=CC=CC=2)=O)=CC=1.[Pd].[Pd].O1CCCC1>[Cl:26][C:4]1[CH:3]=[C:2]([NH:78][C:75](=[O:77])[CH3:76])[CH:7]=[CH:6][C:5]=1[N:8]1[C:12]2=[N:13][C:14]3[C:19]([Cl:20])=[CH:18][CH:17]=[C:16]([CH:21]([CH2:24][CH3:25])[CH2:22][CH3:23])[C:15]=3[N:11]2[CH2:10][CH2:9]1 |f:2.3.4,7.8.9.10.11|. Procedure: A mixture of 1-(4-bromo-2-chlorophenyl)-8-chloro-5-(1-ethylpropyl)-2,3-dihydro-1H-imidazo[1,2-a]benzimidazole (56.5 mg, 0.125 mmol), xantphos (10.8 mg, 0.0188 mmol), tris(dibenzylideneacetone)dipalladium (5.7 mg, 0.00625 mmol), cesium carbonate (61.1 mg, 0.188 mmol), acetamide (14.8 mg, 0.250 mmol) and tetrahydrofuran (0.5 mL) was stirred at 70° C. for 5 hrs. After cooling, the mixture was diluted with ethyl acetate and the precipitate was removed by filtration and the filtrate was concentrated ...